This data is from the Open Reaction Database (ORD), a public repository of structured organic reaction records. The task is: describe an organic reaction: reactants, conditions, products, and yield Starting materials: BrB(Br)Br, CCOC(=O)c1nn2c(c1OCc1ccccc1)C(=O)N(C)CC2c1csc(C)n1, ClCCl. The product is CCOC(=O)c1nn2c(c1O)C(=O)N(C)CC2c1csc(C)n1. Reaction SMILES: [B:31]([Br:32])([Br:33])[Br:34].[CH2:1]([c:2]1[cH:3][cH:4][cH:5][cH:6][cH:7]1)[O:8][c:9]1[c:10]([C:26](=[O:27])[O:28][CH2:29][CH3:30])[n:11][n:12]2[c:13]1[C:14](=[O:25])[N:15]([CH3:24])[CH2:16][CH:17]2[c:18]1[n:19][c:20]([CH3:23])[s:21][cH:22]1.[Cl:35][CH2:36][Cl:37]>>[OH:8][c:9]1[c:10]([C:26](=[O:27])[O:28][CH2:29][CH3:30])[n:11][n:12]2[c:13]1[C:14](=[O:25])[N:15]([CH3:24])[CH2:16][CH:17]2[c:18]1[n:19][c:20]([CH3:23])[s:21][cH:22]1.